This data is from the Open Reaction Database (ORD), a public repository of structured organic reaction records. The task is: describe an organic reaction: reactants, conditions, products, and yield Reactants: [OH-].[Na+] (Sodium hydroxide), O=S1(N(CCCC1)C1=C2C=CC=NC2=C(C(=N1)C(=O)NCC1=C(C=C(C=C1)F)C(=O)NC)O)=O (5-(1,1-dioxido-1,2-thiazinan-2-yl)-N-{4-fluoro-2-[(methylamino)carbonyl]benzyl}-8-hydroxy-1,6-naphthyridine-7-carboxamide), mixture, CC(=O)C (acetone), C(C)#N (acetonitrile). Solvent: O (water). Reaction conditions: time 30 minute. Product: O=S1(N(CCCC1)C1=C2C=CC=NC2=C(C(=N1)C(=O)NCC1=C(C=C(C=C1)F)C(=O)NC)[O-])=O.[Na+] (Sodium 5-(1,1-dioxido-1,2-thiazinan-2-yl)-7-[({4-fluoro-2-[(methylamino)carbonyl]benzyl}amino)carbonyl]-1,6-naphthyridin-8-olate). As a reaction SMILES: [OH-].[Na+:2].[O:3]=[S:4]1(=[O:36])[CH2:9][CH2:8][CH2:7][CH2:6][N:5]1[C:10]1[N:19]=[C:18]([C:20]([NH:22][CH2:23][C:24]2[CH:29]=[CH:28][C:27]([F:30])=[CH:26][C:25]=2[C:31]([NH:33][CH3:34])=[O:32])=[O:21])[C:17]([OH:35])=[C:16]2[C:11]=1[CH:12]=[CH:13][CH:14]=[N:15]2.CC(C)=O.C(#N)C>O>[O:36]=[S:4]1(=[O:3])[CH2:9][CH2:8][CH2:7][CH2:6][N:5]1[C:10]1[N:19]=[C:18]([C:20]([NH:22][CH2:23][C:24]2[CH:29]=[CH:28][C:27]([F:30])=[CH:26][C:25]=2[C:31]([NH:33][CH3:34])=[O:32])=[O:21])[C:17]([O-:35])=[C:16]2[C:11]=1[CH:12]=[CH:13][CH:14]=[N:15]2.[Na+:2] |f:0.1,6.7|. Procedure: Sodium hydroxide (150 μL, 0.15 mmol, 1N solution) was added to a cloudy solution of 5-(1,1-dioxido-1,2-thiazinan-2-yl)-N-{4-fluoro-2-[(methylamino)carbonyl]benzyl}-8-hydroxy-1,6-naphthyridine-7-carboxamide (73 mg, 0.15 mmol) in a 2 mL mixture of acetone, acetonitrile and water. The homogeneous bright yellow solution was allowed to stir at room temperature for 30 minutes. The solvent was removed in vacuo and dried overnight on the high vac with gentle heating to give the desired product as a brig... The product is CC(=C)C1=CC=CC=C1.C=CC=C (α-methyl styrene butadiene). The reactants are CC(=C)C1=CC=CC=C1 (α-methyl-styrene), CC(=C)C1=CC=CC=C1 (α-methylstyrene), C=CC=C (butadiene), O (water). Reaction SMILES: [CH3:1][C:2]([C:4]1[CH:9]=[CH:8][CH:7]=[CH:6][CH:5]=1)=[CH2:3].[CH2:10]=[CH:11][CH:12]=[CH2:13].O>CCCCCC>[CH3:3][C:2]([C:4]1[CH:9]=[CH:8][CH:7]=[CH:6][CH:5]=1)=[CH2:1].[CH2:10]=[CH:11][CH:12]=[CH2:13] |f:4.5|. Reported procedure: The copolymerization of α-methylstyrene and butadiene was carried out in a one-gallon batch reactor equipped with an air-driven stirrer, nitrogen lines, water-cooled coils, a rupture and dump tank as well as a solenoid controller to protect against temperature surges. The reactor has been previously conditioned for anionic polymerization (purged with dry nitrogen). To this reactor was added 38.5 ml of 0.909 g/ml α-methyl-styrene solution in hexane and 800 grams of 17.5 percent Bd solution in hex... Solvent: CCCCCC (hexane), CCCCCC (hexane). Starting materials: N(=NC(=O)N1CCCCC1)C(=O)N1CCCCC1 (1,1′-(azodicarbonyl)dipiperidine), [Si](C1=CC=CC=C1)(C1=CC=CC=C1)(C(C)(C)C)OCC1=C(N=C(O1)C1=CC=CC=C1)CO ([5-(tert-butyldiphenylsilyloxymethyl)-2-phenyl-1,3-oxazol-4-yl]methanol), C(CCC)P(CCCC)CCCC (tributylphosphine), CC1=C(N=C(O1)C1=CC=CC=C1)COC1=CC=C(C=C1)O (4-[(5-methyl-2-phenyl-1,3-oxazol-4-yl)methoxy]phenol). Run in O1CCCC1 (tetrahydrofuran). Run at time 15 hour. Product: [Si](C1=CC=CC=C1)(C1=CC=CC=C1)(C(C)(C)C)OCC1=C(N=C(O1)C1=CC=CC=C1)COC1=CC=C(C=C1)OCC=1N=C(OC1C)C1=CC=CC=C1 (5-(tert-butyldiphenylsilyloxymethyl)-4-[[4-[(5-methyl-2-phenyl-1,3-oxazol-4-yl)methoxy]phenoxy]methyl]-2-phenyl-1,3-oxazole). Isolated yield 81.9%. Reaction SMILES: [Si:1]([O:18][CH2:19][C:20]1[O:24][C:23]([C:25]2[CH:30]=[CH:29][CH:28]=[CH:27][CH:26]=2)=[N:22][C:21]=1[CH2:31][OH:32])([C:14]([CH3:17])([CH3:16])[CH3:15])([C:8]1[CH:13]=[CH:12][CH:11]=[CH:10][CH:9]=1)[C:2]1[CH:7]=[CH:6][CH:5]=[CH:4][CH:3]=1.C(P(CCCC)CCCC)CCC.[CH3:46][C:47]1[O:51][C:50]([C:52]2[CH:57]=[CH:56][CH:55]=[CH:54][CH:53]=2)=[N:49][C:48]=1[CH2:58][O:59][C:60]1[CH:65]=[CH:64][C:63](O)=[CH:62][CH:61]=1.N(C(N1CCCCC1)=O)=NC(N1CCCCC1)=O>O1CCCC1>[Si:1]([O:18][CH2:19][C:20]1[O:24][C:23]([C:25]2[CH:26]=[CH:27][CH:28]=[CH:29][CH:30]=2)=[N:22][C:21]=1[CH2:31][O:32][C:63]1[CH:62]=[CH:61][C:60]([O:59][CH2:58][C:48]2[N:49]=[C:50]([C:52]3[CH:57]=[CH:56][CH:55]=[CH:54][CH:53]=3)[O:51][C:47]=2[CH3:46])=[CH:65][CH:64]=1)([C:14]([CH3:15])([CH3:16])[CH3:17])([C:8]1[CH:9]=[CH:10][CH:11]=[CH:12][CH:13]=1)[C:2]1[CH:7]=[CH:6][CH:5]=[CH:4][CH:3]=1. Procedure: To a mixture of [5-(tert-butyldiphenylsilyloxymethyl)-2-phenyl-1,3-oxazol-4-yl]methanol (1.11 g), tributylphosphine (1.01 g), 4-[(5-methyl-2-phenyl-1,3-oxazol-4-yl)methoxy]phenol (0.70 g) and tetrahydrofuran (80 mL) was added 1,1′-(azodicarbonyl)dipiperidine (1.26 g) at room temperature, and the mixture was stirred for 15 hrs. The precipitated crystals were removed by filtration and the filtrate was concentrated. The residue was subjected to silica gel column chromatography to give 5-(tert-butyl... Starting materials: CCCCOc1ncc(C#C[Si](C)(C)C)cc1-c1nc2c(CC)n(CCN(C)C)nc2c(=O)[nH]1, CN(C)C=O, [F-], [K+], O. The product is C#Cc1cnc(OCCCC)c(-c2nc3c(CC)n(CCN(C)C)nc3c(=O)[nH]2)c1. Reaction SMILES: [CH2:3]([CH2:4][CH2:5][CH3:6])[O:7][c:8]1[n:9][cH:10][c:11]([C:31]#[C:32][Si:33]([CH3:34])([CH3:35])[CH3:36])[cH:12][c:13]1-[c:14]1[nH:15][c:16](=[O:30])[c:17]2[c:18]([n:19]1)[c:20]([CH2:28][CH3:29])[n:21]([CH2:23][CH2:24][N:25]([CH3:26])[CH3:27])[n:22]2.[CH3:37][N:38]([CH3:39])[CH:40]=[O:41].[F-:1].[K+:2].[OH2:42]>>[CH2:3]([CH2:4][CH2:5][CH3:6])[O:7][c:8]1[n:9][cH:10][c:11]([C:31]#[CH:32])[cH:12][c:13]1-[c:14]1[nH:15][c:16](=[O:30])[c:17]2[c:18]([n:19]1)[c:20]([CH2:28][CH3:29])[n:21]([CH2:23][CH2:24][N:25]([CH3:26])[CH3:27])[n:22]2. Starting materials: C(C(=O)C1=CC=CC=C1)NC1=C(NC2=CC(=CC(=C12)Cl)Cl)C(=O)OCC (3-[(phenacyl)amino]-2-carbethoxy-4,6-dichloroindole), O.[OH-].[Li+] (lithium hydroxide monohydrate), O1CCCC1 (tetrahydrofuran). The solvent is O (water), O (water), C(C)(=O)OCC (ethyl acetate). Conditions: time 8 hour. Yields the product C(C(=O)C1=CC=CC=C1)NC1=C(NC2=CC(=CC(=C12)Cl)Cl)C(=O)O (3-[(Phenacyl)amino]-2-carboxy-4,6-dichloroindole). The yield is 61.0%. As a reaction SMILES: [CH2:1]([NH:10][C:11]1[C:19]2[C:14](=[CH:15][C:16]([Cl:21])=[CH:17][C:18]=2[Cl:20])[NH:13][C:12]=1[C:22]([O:24]CC)=[O:23])[C:2]([C:4]1[CH:9]=[CH:8][CH:7]=[CH:6][CH:5]=1)=[O:3].O.[OH-].[Li+].O1CCCC1>O.C(OCC)(=O)C>[CH2:1]([NH:10][C:11]1[C:19]2[C:14](=[CH:15][C:16]([Cl:21])=[CH:17][C:18]=2[Cl:20])[NH:13][C:12]=1[C:22]([OH:24])=[O:23])[C:2]([C:4]1[CH:5]=[CH:6][CH:7]=[CH:8][CH:9]=1)=[O:3] |f:1.2.3|. Procedure: Mix 3-[(phenacyl)amino]-2-carbethoxy-4,6-dichloroindole (300 mg, 0.79 mmol), lithium hydroxide monohydrate (2.39 mmol), tetrahydrofuran (2 mL) and water (2 mL). Stir at room temperature overnight. Dilute with water and ethyl acetate. Acidify the aqueous phase and separate the organic phase. Dry (MgSO4), evaporate the solvent in vacuo, and recrystallizethe residue (ethyl acetate/hexane) to give the title compound (175 mg, 64%). The reactants are ClC1=CC=C(C=C1)C=1OC=C(N1)CCN (2-(2-(4-chlorophenyl)oxazol-4-yl)ethanamine), FC(C1=NC(=NO1)C=1C=NC=C(C(=O)O)C1)(F)F (5-(5-(trifluoromethyl)-1,2,4-oxadiazol-3-yl)nicotinic acid). Yields the product ClC1=CC=C(C=C1)C=1OC=C(N1)CCNC(C1=CN=CC(=C1)C1=NOC(=N1)C(F)(F)F)=O (N-(2-(2-(4-Chlorophenyl)oxazol-4-yl)ethyl)-5-(5-(trifluoromethyl)-1,2,4-oxadiazol-3-yl)nicotinamide). Isolated yield 10.0%. RXN SMILES: [Cl:1][C:2]1[CH:7]=[CH:6][C:5]([C:8]2[O:9][CH:10]=[C:11]([CH2:13][CH2:14][NH2:15])[N:12]=2)=[CH:4][CH:3]=1.[F:16][C:17]([F:33])([F:32])[C:18]1[O:22][N:21]=[C:20]([C:23]2[CH:24]=[N:25][CH:26]=[C:27]([CH:31]=2)[C:28](O)=[O:29])[N:19]=1>>[Cl:1][C:2]1[CH:3]=[CH:4][C:5]([C:8]2[O:9][CH:10]=[C:11]([CH2:13][CH2:14][NH:15][C:28](=[O:29])[C:27]3[CH:31]=[C:23]([C:20]4[N:19]=[C:18]([C:17]([F:33])([F:32])[F:16])[O:22][N:21]=4)[CH:24]=[N:25][CH:26]=3)[N:12]=2)=[CH:6][CH:7]=1. Procedure details: This compound was synthesized from 2-(2-(4-chlorophenyl)oxazol-4-yl)ethanamine and 5-(5-(trifluoromethyl)-1,2,4-oxadiazol-3-yl)nicotinic acid as described in example 8 step 6 (14 mgs, 10% yield). 1H NMR (CDCl3) δ 9.45 (s, 1H), 9.29 (s, 1H), 8.84 (s, 1H), 7.97 (d, J=8.4 Hz, 1H), 7.80 (s, 1H), 7.57 (s, 1H), 7.43 (d, J=8.1 Hz, 1H), 7.26 (s, 1H), 3.85 (d, J=5.1 Hz, 2H), 2.93 (t, J=5.4 Hz, 2H). MS (ESI) m/z: Calculated for C20H13ClF3N5O3: 463.07. found: 464.1 (M+H)+. Reactants: NCCC1=C(C=CC=C1)CO (1-Amino-2-(2-hydroxymethylphenyl)ethane), C(CCC)(=O)Cl (butyryl chloride), C1(=CC=CC=C1)C1=NCCC2=C(C=CC=C12)Cl (1-Phenyl-5-chloro-3,4-dihydroisoquinoline). The product is C(CCC)(=O)NCCC1=C(C=CC=C1)CO (1-butyrylamino-2-(2-hydroxymethylphenyl)ethane). RXN SMILES: [NH2:1][CH2:2][CH2:3][C:4]1[CH:9]=[CH:8][CH:7]=[CH:6][C:5]=1[CH2:10][OH:11].[C:12](Cl)(=[O:16])[CH2:13][CH2:14][CH3:15].C1(C2C3C(=C(Cl)C=CC=3)CCN=2)C=CC=CC=1>>[C:12]([NH:1][CH2:2][CH2:3][C:4]1[CH:9]=[CH:8][CH:7]=[CH:6][C:5]=1[CH2:10][OH:11])(=[O:16])[CH2:13][CH2:14][CH3:15]. Procedure details: 1-Amino-2-(2-hydroxymethylphenyl)ethane and butyryl chloride were successively reacted in the same way as in steps (b) and (c) of Example 12 to afford 1-butyrylamino-2-(2-hydroxymethylphenyl)ethane as an oil. The product was successively reacted in the same way as in steps (d), (e), (f) and (g) of Example 12 to afford 1-n-propylisoquinoline-5-acetonitrile. Reactants: C([O-])([O-])=O.[K+].[K+] (Potassium carbonate), BrC=1C=NC(=NC1)N1C=C(C2=CC=C(C=C12)C(=O)N1CCOCC1)S(=O)C ((1-(5-bromopyrimidin-2-yl)-3-(methylsulfinyl)-1H-indol-6-yl)(morpholino)methanone), FC1=C(C=C(C=C1)OCC)B(O)O (2-fluoro-5-ethoxyphenylboronic acid). The solvent is C(C)(C)(CC)O (tert-amylalcohol), O (water). Conditions: temperature 90 celsius, time 4 hour. The product is C(C)OC=1C=CC(=C(C1)C=1C=NC(=NC1)N1C=C(C2=CC=C(C=C12)C(=O)N1CCOCC1)S(=O)C)F ((1-(5-(5-Ethoxy-2-fluorophenyl)pyrimidin-2-yl)-3-(methylsulfinyl)-1H-indol-6-yl)(morpholino)methanone). As a reaction SMILES: C(=O)([O-])[O-].[K+].[K+].Br[C:8]1[CH:9]=[N:10][C:11]([N:14]2[C:22]3[C:17](=[CH:18][CH:19]=[C:20]([C:23]([N:25]4[CH2:30][CH2:29][O:28][CH2:27][CH2:26]4)=[O:24])[CH:21]=3)[C:16]([S:31]([CH3:33])=[O:32])=[CH:15]2)=[N:12][CH:13]=1.[F:34][C:35]1[CH:40]=[CH:39][C:38]([O:41][CH2:42][CH3:43])=[CH:37][C:36]=1B(O)O>C(O)(CC)(C)C.O>[CH2:42]([O:41][C:38]1[CH:37]=[CH:36][C:35]([F:34])=[C:40]([C:8]2[CH:9]=[N:10][C:11]([N:14]3[C:22]4[C:17](=[CH:18][CH:19]=[C:20]([C:23]([N:25]5[CH2:30][CH2:29][O:28][CH2:27][CH2:26]5)=[O:24])[CH:21]=4)[C:16]([S:31]([CH3:33])=[O:32])=[CH:15]3)=[N:12][CH:13]=2)[CH:39]=1)[CH3:43] |f:0.1.2|. Procedure: Potassium carbonate (0.185 g, 1.34 mmol) and (Ataphos)2PdCl2 (0.032 g, 0.044 mmol) were added under an argon atmosphere to a solution of (1-(5-bromopyrimidin-2-yl)-3-(methylsulfinyl)-1H-indol-6-yl)(morpholino)methanone (0.2 g, 0.445 mmol) and 2-fluoro-5-ethoxyphenylboronic acid (0.165 g, 0.89 mmol) in tert-amylalcohol (8.0 mL) and water (0.8 mL). The reaction mixture was stirred at 90° C. for 4 h, then cooled to ambient temperatures and filtered over celite. The filtrate was concentrated and the... Reactants: BrC1=CC=C(C=C1)CC(C=1N(C=C(N1)CC(CC)(C)C)S(=O)(=O)N(C)C)NC(C)=O (N-{2-(4-bromophenyl)-1-[1-[(dimethylamino)sulfonyl]-4-(2,2-dimethylbutyl)-1H-imidazol-2-yl]ethyl}acetamide), CC(C)([O-])C.[Na+] (sodium tert-butoxide), C[Si](CCOCN1N=CC2=C1NCCC2)(C)C (1-{[2-(trimethylsilyl)ethoxy]methyl}-4,5,6,7-tetrahydro-1H-pyrazolo[3,4-b]pyridine), C1(CCCCC1)P(C1=C(C=CC=C1)C1=CC=CC=C1)C1CCCCC1 (2-(dicyclohexylphosphino)biphenyl). The reagents and catalysts are C(C)(=O)[O-].[Pd+2].C(C)(=O)[O-] (Palladium (II) acetate). The solvent is O1CCOCC1 (1,4-dioxane), O (water). Reaction conditions: temperature 110 celsius, time 8 hour. The product is CN(S(=O)(=O)N1C(=NC(=C1)CC(CC)(C)C)C(CC1=CC=C(C=C1)N1C2=C(CCC1)C=NN2COCC[Si](C)(C)C)NC(C)=O)C (N-{1-[1-[(dimethylamino)sulfonyl]-4-(2,2-dimethylbutyl)-1H-imidazol-2-yl]-2-[4-(1-{[2-(trimethylsilyl)ethoxy]methyl}-1,4,5,6-tetrahydro-7H-pyrazolo[3,4-b]pyridin-7-yl)phenyl]ethyl}acetamide). Reaction SMILES: Br[C:2]1[CH:7]=[CH:6][C:5]([CH2:8][CH:9]([NH:27][C:28](=[O:30])[CH3:29])[C:10]2[N:11]([S:21]([N:24]([CH3:26])[CH3:25])(=[O:23])=[O:22])[CH:12]=[C:13]([CH2:15][C:16]([CH3:20])([CH3:19])[CH2:17][CH3:18])[N:14]=2)=[CH:4][CH:3]=1.CC(C)([O-])C.[Na+].[CH3:37][Si:38]([CH3:53])([CH3:52])[CH2:39][CH2:40][O:41][CH2:42][N:43]1[C:47]2[NH:48][CH2:49][CH2:50][CH2:51][C:46]=2[CH:45]=[N:44]1.C1(P(C2CCCCC2)C2C=CC=CC=2C2C=CC=CC=2)CCCCC1>O1CCOCC1.O.C([O-])(=O)C.[Pd+2].C([O-])(=O)C>[CH3:25][N:24]([CH3:26])[S:21]([N:11]1[CH:12]=[C:13]([CH2:15][C:16]([CH3:20])([CH3:19])[CH2:17][CH3:18])[N:14]=[C:10]1[CH:9]([NH:27][C:28](=[O:30])[CH3:29])[CH2:8][C:5]1[CH:6]=[CH:7][C:2]([N:48]2[CH2:49][CH2:50][CH2:51][C:46]3[CH:45]=[N:44][N:43]([CH2:42][O:41][CH2:40][CH2:39][Si:38]([CH3:53])([CH3:52])[CH3:37])[C:47]2=3)=[CH:3][CH:4]=1)(=[O:23])=[O:22] |f:1.2,7.8.9|. Procedure: Palladium (II) acetate (2 mg, 0.01 mmol) was added to a degassed, ambient temperature solution of N-{2-(4-bromophenyl)-1-[1-[(dimethylamino)sulfonyl]-4-(2,2-dimethylbutyl)-1H-imidazol-2-yl]ethyl}acetamide (100 mg, 0.2 mmol), sodium tert-butoxide (77 mg, 0.8 mmol), 1-{[2-(trimethylsilyl)ethoxy]methyl}-4,5,6,7-tetrahydro-1H-pyrazolo[3,4-b]pyridine (102 mg, 0.4 mmol) and 2-(dicyclohexylphosphino)biphenyl (7 mg, 0.02 mmol) in 1,4-dioxane (5 mL). After stirring at 110° C. overnight, the reaction mixt...